Dataset: the Open Reaction Database (ORD), a public repository of structured organic reaction records. Task: describe an organic reaction: reactants, conditions, products, and yield The reactants are C1CCOC1, CCC(CO)N1CCC(c2noc3cc(F)ccc23)CC1, O=C1NC(=O)c2ccccc21, c1ccc(P(c2ccccc2)c2ccccc2)cc1. The product is CCC(CN1C(=O)c2ccccc2C1=O)N1CCC(c2noc3cc(F)ccc23)CC1. RXN SMILES: [CH2:52]1[O:53][CH2:54][CH2:55][CH2:56]1.[F:1][c:2]1[cH:3][c:4]2[c:5]([c:6]([CH:9]3[CH2:10][CH2:11][N:12]([CH:15]([CH2:16][OH:17])[CH2:18][CH3:19])[CH2:13][CH2:14]3)[n:7][o:8]2)[cH:20][cH:21]1.[O:22]=[C:23]1[NH:24][C:25](=[O:26])[c:27]2[cH:28][cH:29][cH:30][cH:31][c:32]21.[c:33]1([P:34]([c:35]2[cH:36][cH:37][cH:38][cH:39][cH:40]2)[c:41]2[cH:42][cH:43][cH:44][cH:45][cH:46]2)[cH:47][cH:48][cH:49][cH:50][cH:51]1>>[F:1][c:2]1[cH:3][c:4]2[c:5]([c:6]([CH:9]3[CH2:10][CH2:11][N:12]([CH:15]([CH2:16][N:24]4[C:23](=[O:22])[c:32]5[c:27]([cH:28][cH:29][cH:30][cH:31]5)[C:25]4=[O:26])[CH2:18][CH3:19])[CH2:13][CH2:14]3)[n:7][o:8]2)[cH:20][cH:21]1. Reactants: O (water), ClC=1C=C(C=CC1)C1=CNC(C=2C=CC=NC12)=O (8-(3-chlorophenyl)-1,6-naphthyridin-5-one), C([O-])([O-])=O.[K+].[K+] (potassium carbonate), IC(C)C (2-iodopropane). The solvent is CN(C)C=O (DMF). Run at temperature 21 celsius, time 8 hour. The product is CC(C)N1C(C=2C=CC=NC2C(=C1)C1=CC(=CC=C1)Cl)=O (6-(2-propyl)-8-(3-chlorophenyl)-1,6-naphthyridin-5-one). Isolated yield 40.2%. RXN SMILES: [Cl:1][C:2]1[CH:3]=[C:4]([C:8]2[C:17]3[N:16]=[CH:15][CH:14]=[CH:13][C:12]=3[C:11](=[O:18])[NH:10][CH:9]=2)[CH:5]=[CH:6][CH:7]=1.C(=O)([O-])[O-].[K+].[K+].I[CH:26]([CH3:28])[CH3:27].O>CN(C=O)C>[CH3:27][CH:26]([N:10]1[CH:9]=[C:8]([C:4]2[CH:5]=[CH:6][CH:7]=[C:2]([Cl:1])[CH:3]=2)[C:17]2[N:16]=[CH:15][CH:14]=[CH:13][C:12]=2[C:11]1=[O:18])[CH3:28] |f:1.2.3|. Procedure details: To a suspension of 8-(3-chlorophenyl)-1,6-naphthyridin-5-one (128 mg, 0.5 mmoles) and potassium carbonate (83 mg, 0.6 mmoles) in 10 ml DMF was added dropwise 2-iodopropane (0.075 ml, 0.75 mmoles) under an atmosphere of nitrogen and stirred overnight at 21° C. The reaction mixture was poured into 50 ml water and after stirring for one hour the white precipitate was collected and dried. Crystallization from methanol gave 60 mg (40% yield) of the desired 6-(2-propyl)-8-(3-chlorophenyl)-1,6-naphthyr... The reactants are CO, [Cl-], [Fe], O=[N+]([O-])c1ccc(-c2nc3cnccc3s2)cc1, [NH4+], O. The product is Nc1ccc(-c2nc3cnccc3s2)cc1. Reaction SMILES: [CH3:21][OH:22].[Cl-:19].[Fe:24].[N+:1]([O-:2])(=[O:3])[c:4]1[cH:5][cH:6][c:7](-[c:10]2[s:11][c:12]3[c:13]([cH:14][n:15][cH:16][cH:17]3)[n:18]2)[cH:8][cH:9]1.[NH4+:20].[OH2:23]>>[NH2:1][c:4]1[cH:5][cH:6][c:7](-[c:10]2[s:11][c:12]3[c:13]([cH:14][n:15][cH:16][cH:17]3)[n:18]2)[cH:8][cH:9]1. The reactants are FC(C(=O)O)(F)F.CC1=NC(=NC(=C1)NC1=CC=NN1)N1C[C@H](C[C@H](C1)C1=CC=CC=C1)C(=O)OC (methyl cis-1-[4-methyl-6-(1H-pyrazol-5-ylamino)pyrimidin-2-yl]-5-phenylpiperidine-3-carboxylate trifluoroacetate), aqueous solution, [OH-].[Na+] (NaOH). Run in CO (MeOH). Conditions: time 1 hour. The product is FC(C(=O)O)(F)F.CC1=NC(=NC(=C1)NC1=CC=NN1)N1C[C@H](C[C@H](C1)C1=CC=CC=C1)C(=O)O (cis-1-[4-methyl-6-(1H-pyrazol-5-ylamino)pyrimidin-2-yl]-5-phenylpiperidine-3-carboxylic acid trifluoroacetate). Yield: 102.8%. As a reaction SMILES: [F:1][C:2]([F:7])([F:6])[C:3]([OH:5])=[O:4].[CH3:8][C:9]1[CH:14]=[C:13]([NH:15][C:16]2[NH:20][N:19]=[CH:18][CH:17]=2)[N:12]=[C:11]([N:21]2[CH2:26][C@H:25]([C:27]3[CH:32]=[CH:31][CH:30]=[CH:29][CH:28]=3)[CH2:24][C@H:23]([C:33]([O:35]C)=[O:34])[CH2:22]2)[N:10]=1.[OH-].[Na+]>CO>[F:1][C:2]([F:7])([F:6])[C:3]([OH:5])=[O:4].[CH3:8][C:9]1[CH:14]=[C:13]([NH:15][C:16]2[NH:20][N:19]=[CH:18][CH:17]=2)[N:12]=[C:11]([N:21]2[CH2:26][C@H:25]([C:27]3[CH:28]=[CH:29][CH:30]=[CH:31][CH:32]=3)[CH2:24][C@H:23]([C:33]([OH:35])=[O:34])[CH2:22]2)[N:10]=1 |f:0.1,2.3,5.6|. Procedure: To the solution of methyl cis-1-[4-methyl-6-(1H-pyrazol-5-ylamino)pyrimidin-2-yl]-5-phenylpiperidine-3-carboxylate trifluoroacetate (34.9 mg) in MeOH (3 ml) was added 2 M aqueous solution of NaOH (1 ml). And the mixture was stirred at room temperature for 1 hour. The mixture was concentrated followed by addition of TFA for neutralization. The residue was purified with preparative RP-HPLC to give cis-1-[4-methyl-6-(1H-pyrazol-5-ylamino)pyrimidin-2-yl]-5-phenylpiperidine-3-carboxylic acid trifluor... The reactants are CC(C)=CC(=O)Nc1cccc(Br)c1, CCCI, CS(C)=O, [K+], [OH-]. RXN SMILES: [Br:3][c:4]1[cH:5][c:6]([NH:10][C:11]([CH:12]=[C:13]([CH3:14])[CH3:15])=[O:16])[cH:7][cH:8][cH:9]1.[CH2:17]([CH2:18][CH3:19])[I:20].[CH3:21][S:22](=[O:23])[CH3:24].[K+:2].[OH-:1]>>[Br:3][c:4]1[cH:5][c:6]([N:10]([C:11]([CH:12]=[C:13]([CH3:14])[CH3:15])=[O:16])[CH2:17][CH2:18][CH3:19])[cH:7][cH:8][cH:9]1. Product: CCCN(C(=O)C=C(C)C)c1cccc(Br)c1. The reactants are COc1ccc(C(=O)Cl)cc1, Cc1ccccc1, NC1CCN2CCc3cc4c(cc3C2C1)OCO4, [Na+], [OH-]. The product is Cl, COc1ccc(C(=O)NC2CCN3CCc4cc5c(cc4C3C2)OCO5)cc1. Reaction SMILES: [C:21]([c:22]1[cH:23][cH:24][c:25]([O:28][CH3:29])[cH:26][cH:27]1)(=[O:30])[Cl:31].[CH3:32][c:33]1[cH:34][cH:35][cH:36][cH:37][cH:38]1.[NH2:1][CH:2]1[CH2:3][CH2:4][N:5]2[CH2:6][CH2:7][c:8]3[c:9]([cH:12][c:13]4[c:14]([cH:15]3)[O:16][CH2:17][O:18]4)[CH:10]2[CH2:11]1.[Na+:20].[OH-:19]>>[ClH:31].[NH:1]([CH:2]1[CH2:3][CH2:4][N:5]2[CH2:6][CH2:7][c:8]3[c:9]([cH:12][c:13]4[c:14]([cH:15]3)[O:16][CH2:17][O:18]4)[CH:10]2[CH2:11]1)[C:21]([c:22]1[cH:23][cH:24][c:25]([O:28][CH3:29])[cH:26][cH:27]1)=[O:30].